Dataset: the Open Reaction Database (ORD), a public repository of structured organic reaction records. Task: describe an organic reaction: reactants, conditions, products, and yield Starting materials: CCOC(C)=O, O=[N+]([O-])c1cnc2ccc(Cl)cc2c1C(F)(F)F, [K+], [K+], O=C([O-])[O-]. Yields the product Nc1cnc2ccc(Cl)cc2c1C(F)(F)F. Reaction SMILES: [CH3:25][CH2:26][O:27][C:28]([CH3:29])=[O:30].[Cl:1][c:2]1[cH:3][c:4]2[c:5]([C:15]([F:16])([F:17])[F:18])[c:6]([N+:12]([O-:13])=[O:14])[cH:7][n:8][c:9]2[cH:10][cH:11]1.[K+:19].[K+:20].[O-:21][C:22]([O-:23])=[O:24]>>[Cl:1][c:2]1[cH:3][c:4]2[c:5]([C:15]([F:16])([F:17])[F:18])[c:6]([NH2:12])[cH:7][n:8][c:9]2[cH:10][cH:11]1. Reactants: ClC1=NC(=CC=C1CN)C(F)(F)F ((2-chloro-6-(trifluoromethyl)pyridin-3-yl)methanamine), FC=1C=C(C=CC1CNS(=O)(=O)C)C(C(=O)O)C (2-(3-fluoro-4-(methylsulfonamidomethyl)phenyl)propanoic acid), ON1N=NC2=C1C=CC=C2 (1-hydroxybenzotriazol), F[B-](F)(F)F.N1(N=NC2=C1C=CC=C2)OC(=[N+](C)C)N(C)C (O-(1H-benzotriazol-1-yl)-N,N,N′,N′-tetramethyluronium tetrafluoroborate), C(C)N(C(C)C)C(C)C (N-ethyldiisopropylamine). Solvent: O1CCCC1 (tetrahydrofuran), CN(C=O)C (N,N-dimethylformamide). Run at time 36 hour. Yields the product ClC1=NC(=CC=C1CNC(C(C)C1=CC(=C(C=C1)CNS(=O)(=O)C)F)=O)C(F)(F)F (N-((2-chloro-6-(trifluoromethyl)pyridin-3-yl)methyl)-2-(3-fluoro-4-(methylsulfonamidomethyl)phenyl)propanamide). Yield: 61.3%. Reaction SMILES: [Cl:1][C:2]1[C:7]([CH2:8][NH2:9])=[CH:6][CH:5]=[C:4]([C:10]([F:13])([F:12])[F:11])[N:3]=1.[F:14][C:15]1[CH:16]=[C:17]([CH:27]([CH3:31])[C:28](O)=[O:29])[CH:18]=[CH:19][C:20]=1[CH2:21][NH:22][S:23]([CH3:26])(=[O:25])=[O:24].ON1C2C=CC=CC=2N=N1.F[B-](F)(F)F.N1(OC(N(C)C)=[N+](C)C)C2C=CC=CC=2N=N1.C(N(C(C)C)C(C)C)C>O1CCCC1.CN(C)C=O>[Cl:1][C:2]1[C:7]([CH2:8][NH:9][C:28](=[O:29])[CH:27]([C:17]2[CH:18]=[CH:19][C:20]([CH2:21][NH:22][S:23]([CH3:26])(=[O:24])=[O:25])=[C:15]([F:14])[CH:16]=2)[CH3:31])=[CH:6][CH:5]=[C:4]([C:10]([F:11])([F:12])[F:13])[N:3]=1 |f:3.4|. Procedure details: To a stirred solution of (2-chloro-6-(trifluoromethyl)pyridin-3-yl)methanamine (2.9 g, 13.8 mmol) and 2-(3-fluoro-4-(methylsulfonamidomethyl)phenyl)propanoic acid (3.8 g, 13.8 mmol) in tetrahydrofuran (100 mL) were added 1-hydroxybenzotriazol (1.89 mL, 13.8 mmol), O-(1H-benzotriazol-1-yl)-N,N,N′,N′-tetramethyluronium tetrafluoroborate (4.4 g, 13.8 mmol) and N-ethyldiisopropylamine (7 mL, 41.4 mmol) to gave an suspension. After addition of N,N-dimethylformamide (1 mL) the reaction mixture was sti...